Dataset: the Open Reaction Database (ORD), a public repository of structured organic reaction records. Task: describe an organic reaction: reactants, conditions, products, and yield Starting materials: NC1=NC=NC(=C1)Cl (4-amino-6-chloropyrimidine), FC(C1=CC=CC(=N1)C(=O)Cl)(F)F (6-(trifluoromethyl)picolinoyl chloride), CCN(C(C)C)C(C)C (DIPEA). Solvent: C(Cl)Cl (DCM), C(Cl)Cl (DCM). Conditions: time 8 hour. Yields the product ClC1=CC(=NC=N1)NC(=O)C1=NC(=CC=C1)C(F)(F)F (6-Trifluoromethyl-pyridine-2-carboxylic acid (6-chloro-pyrimidin-4-yl)-amide). As a reaction SMILES: [NH2:1][C:2]1[CH:7]=[C:6]([Cl:8])[N:5]=[CH:4][N:3]=1.[F:9][C:10]([F:21])([F:20])[C:11]1[N:16]=[C:15]([C:17](Cl)=[O:18])[CH:14]=[CH:13][CH:12]=1.CCN(C(C)C)C(C)C>C(Cl)Cl>[Cl:8][C:6]1[N:5]=[CH:4][N:3]=[C:2]([NH:1][C:17]([C:15]2[CH:14]=[CH:13][CH:12]=[C:11]([C:10]([F:21])([F:9])[F:20])[N:16]=2)=[O:18])[CH:7]=1. Procedure: To a solution of 4-amino-6-chloropyrimidine (230 mg, 1.78 mmol) in DCM (15 mL) is added 6-(trifluoromethyl)picolinoyl chloride (276 mg, 1.78 mmol) and DIPEA (0.912 ml, 5.33 mmol). The mixture is stirred overnight at RT. The mixture is diluted with DCM (10 mL), washed with saturated NaHCO3 solution (25 mL). The organic layer is dried over MgSO4 and evaporated under reduced pressure. The residue is purified by prep HPLC E, delivering the title compound as a yellowish solid (102 mg, 19%); LC-MS A: ... The reactants are ClC(=O)OC (methyl chloroformate), BrC=1C=C2N(C=C3C[C@H]4N(C[C@H](C[C@@H]4C(C1)=C32)NC(N(CC)CC)=O)C)[Si](C)(C)C(C)(C)C (3-(13-bromo-1-tert-butyldimethylsilyl-6-methyl-8α-ergolinyl)-1,1-diethylurea). Product: C(C)N(C(N[C@@H]1CN([C@@H]2CC3=CNC4=CC(=CC([C@H]2C1)=C34)C(=O)O)C)=O)CC (8α-(3,3-diethylureido)-6-methylergoline-13-carboxylic acid). Reaction SMILES: Cl[C:2]([O:4]C)=[O:3].Br[C:7]1[CH:8]=[C:9]2[C:22]3[C:12]([CH2:13][C@@H:14]4[C@@H:19]([C:20]=3[CH:21]=1)[CH2:18][C@H:17]([NH:23][C:24](=[O:30])[N:25]([CH2:28][CH3:29])[CH2:26][CH3:27])[CH2:16][N:15]4[CH3:31])=[CH:11][N:10]2[Si](C(C)(C)C)(C)C>>[CH2:28]([N:25]([CH2:26][CH3:27])[C:24](=[O:30])[NH:23][C@H:17]1[CH2:18][C@H:19]2[C@@H:14]([CH2:13][C:12]3[C:22]4[C:9](=[CH:8][C:7]([C:2]([OH:4])=[O:3])=[CH:21][C:20]2=4)[NH:10][CH:11]=3)[N:15]([CH3:31])[CH2:16]1)[CH3:29]. Procedure details: With methyl chloroformate and 3-(13-bromo-1-tert-butyldimethylsilyl-6-methyl-8α-ergolinyl)-1,1-diethylurea: Starting materials: C1CCOC1, CCOCC, CN1C(=O)CC(c2ccccc2)C1C=O, [Cl-], Clc1cccc(CBr)c1, [NH4+]. The product is CN1C(=O)CC(c2ccccc2)C1C(O)Cc1cccc(Cl)c1. Reaction SMILES: [CH2:32]1[O:33][CH2:34][CH2:35][CH2:36]1.[CH3:27][CH2:28][O:29][CH2:30][CH3:31].[CH:10](=[O:11])[CH:12]1[CH:13]([c:19]2[cH:20][cH:21][cH:22][cH:23][cH:24]2)[CH2:14][C:15](=[O:18])[N:16]1[CH3:17].[Cl-:25].[Cl:1][c:2]1[cH:3][c:4]([CH2:5][Br:6])[cH:7][cH:8][cH:9]1.[NH4+:26]>>[Cl:1][c:2]1[cH:3][c:4]([CH2:5][CH:10]([OH:11])[CH:12]2[CH:13]([c:19]3[cH:20][cH:21][cH:22][cH:23][cH:24]3)[CH2:14][C:15](=[O:18])[N:16]2[CH3:17])[cH:7][cH:8][cH:9]1. The reactants are ClCCl, CCOc1cc(CO)cc(N)c1I, O=[Mn]=O. The product is CCOc1cc(C=O)cc(N)c1I. As a reaction SMILES: [Cl:14][CH2:15][Cl:16].[NH2:1][c:2]1[cH:3][c:4]([CH2:12][OH:13])[cH:5][c:6]([O:9][CH2:10][CH3:11])[c:7]1[I:8].[O:17]=[Mn:18]=[O:19]>>[NH2:1][c:2]1[cH:3][c:4]([CH:12]=[O:13])[cH:5][c:6]([O:9][CH2:10][CH3:11])[c:7]1[I:8].